Dataset: the Open Reaction Database (ORD), a public repository of structured organic reaction records. Task: describe an organic reaction: reactants, conditions, products, and yield Starting materials: CS(=O)(=O)C (dimethylsulfone), COC(C1=CC(=C(C(=C1)C)N)C)=O (4-amino-3,5-dimethyl-benzoic acid methyl ester), [H-].[Na+] (sodium hydride), CS(=O)C (dimethylsulfoxide). Run in C(C)(=O)O (acetic acid), O (water). Reaction conditions: temperature 80 celsius, time 3 hour. Yields the product NC1=C(C=C(C=C1C)C(CS(=O)(=O)C)=O)C (4'-amino-3',5'-dimethyl-2-(methylsulfonyl)-acetophenone). As a reaction SMILES: [CH3:1][S:2]([CH3:5])(=[O:4])=[O:3].[H-].[Na+].CS(C)=O.C[O:13][C:14](=O)[C:15]1[CH:20]=[C:19]([CH3:21])[C:18]([NH2:22])=[C:17]([CH3:23])[CH:16]=1>C(O)(=O)C.O>[NH2:22][C:18]1[C:19]([CH3:21])=[CH:20][C:15]([C:14](=[O:13])[CH2:1][S:2]([CH3:5])(=[O:4])=[O:3])=[CH:16][C:17]=1[CH3:23] |f:1.2|. Procedure: A suspension of 33 g. of dimethylsulfone and 11 g. of sodium hydride (50% dispersion in oil) in 160 ml. of absolute dimethylsulfoxide was stirred at 50° C. under an atmosphere of nitrogen and the exclusion of moisture for 3 hours. Then, 18 g. of 4-amino-3,5-dimethyl-benzoic acid methyl ester were added. The mixture was stirred at 80° C. for 30 minutes and at room temperature for 1 hour and then dissolved in 400 ml. of water. The solution was neutralized with glacial acetic acid. The precipitate ... The reactants are O1CCN(CC1)CCC(C1=CC=CC=C1)N1C(OC(C1)C1=CC=CC=C1)=O (3-(3-morpholino-1-phenylpropyl)-5-phenyl-1,3-oxazolidin-2-one), C(\C=C\C(=O)O)(=O)O (fumaric acid). Run in C(C)O (ethanol). Product: C(\C=C\C(=O)O)(=O)O.O1CCN(CC1)CCC(C1=CC=CC=C1)N1C(OC(C1)C1=CC=CC=C1)=O (3-(3-Morpholino-1-phenylpropyl)-5-phenyl-1,3-oxazolidin-2-one fumarate), product. Isolated yield 61.5%. RXN SMILES: [O:1]1[CH2:6][CH2:5][N:4]([CH2:7][CH2:8][CH:9]([N:16]2[CH2:20][CH:19]([C:21]3[CH:26]=[CH:25][CH:24]=[CH:23][CH:22]=3)[O:18][C:17]2=[O:27])[C:10]2[CH:15]=[CH:14][CH:13]=[CH:12][CH:11]=2)[CH2:3][CH2:2]1.[C:28]([OH:35])(=[O:34])/[CH:29]=[CH:30]/[C:31]([OH:33])=[O:32]>C(O)C>[C:28]([OH:35])(=[O:34])/[CH:29]=[CH:30]/[C:31]([OH:33])=[O:32].[O:1]1[CH2:6][CH2:5][N:4]([CH2:7][CH2:8][CH:9]([N:16]2[CH2:20][CH:19]([C:21]3[CH:26]=[CH:25][CH:24]=[CH:23][CH:22]=3)[O:18][C:17]2=[O:27])[C:10]2[CH:11]=[CH:12][CH:13]=[CH:14][CH:15]=2)[CH2:3][CH2:2]1 |f:3.4|. Reported procedure: Diastereomer A of 3-(3-morpholino-1-phenylpropyl)-5-phenyl-1,3-oxazolidin-2-one (480 mg, 1.31 mmol) prepared in the same manner as is described in Example 7 and fumaric acid (152 mg, 1.31 mmol) were dissolved in ethanol (30 ml). The resulting solution was concentrated by distillation under reduced pressure to obtain 389 mg of the titled compound as a pale yellow amorphous product (yield: 61.5%) Reaction SMILES: [Cl:1][C:2]1[CH:15]=[CH:14][C:5]([O:6][C:7](=[CH:10][N:11]([CH3:13])C)[CH:8]=[O:9])=[CH:4][CH:3]=1.NC[C:18]([O:20][CH2:21][CH3:22])=[O:19].[OH-].[Na+]>C(O)C>[Cl:1][C:2]1[CH:3]=[CH:4][C:5]([O:6][C:7](=[CH:10][NH:11][CH2:13][C:18]([O:20][CH2:21][CH3:22])=[O:19])[CH:8]=[O:9])=[CH:14][CH:15]=1 |f:2.3|. Reported procedure: 2-(4-Chlorophenoxy-3-dimethylaminoacrylaldehyde (11.3 g., 50 mmoles) was dissolved in 200 ml. of ethanol, mixed with a solution of ethyl glycinate (14 g., 100 mmoles) in 90 ml. of 1 N sodium hydroxide and refluxed for 15 hours. Ethanol was evaporated in vacuo, the aqueous residue diluted with 150 ml. of water and product extracted into 200 ml. of ethyl acetate. The ethyl acetate was back-washed with water and concentrated to an oil. Trituration of the oil with 100 ml. of ether gave crystalline 2... The product is ClC1=CC=C(OC(C=O)=CNCC(=O)OCC)C=C1 (2-(4-chlorophenoxy)-3-carbethoxymethylaminoacrylaldehyde). Reactants: ClC1=CC=C(OC(C=O)=CN(C)C)C=C1 (4-Chlorophenoxy-3-dimethylaminoacrylaldehyde), NCC(=O)OCC (ethyl glycinate), [OH-].[Na+] (sodium hydroxide). The solvent is C(C)O (ethanol). Starting materials: N1(CCCC1)CCCC1=CC=C(C=C1)C(C)=O (4'-[3-(1-pyrrolidinyl)propyl]acetophenone), C(C1=CC=CC=C1)=O (benzaldehyde), C([O-])([O-])=O.[K+].[K+] (potassium carbonate). Run in CO (methanol), O (water), C(C)(=O)OCC (ethyl acetate). The product is C1(=CC=CC=C1)/C=C/C(=O)C1=CC=C(C=C1)CCCN1CCCC1 ((E)-3-phenyl-4'-[3-(1-pyrrolidinyl)propyl]acrylophenone). The yield is 81.5%. RXN SMILES: [N:1]1([CH2:6][CH2:7][CH2:8][C:9]2[CH:14]=[CH:13][C:12]([C:15](=[O:17])[CH3:16])=[CH:11][CH:10]=2)[CH2:5][CH2:4][CH2:3][CH2:2]1.[CH:18](=O)[C:19]1[CH:24]=[CH:23][CH:22]=[CH:21][CH:20]=1.C(=O)([O-])[O-].[K+].[K+]>CO.O.C(OCC)(=O)C>[C:19]1(/[CH:18]=[CH:16]/[C:15]([C:12]2[CH:11]=[CH:10][C:9]([CH2:8][CH2:7][CH2:6][N:1]3[CH2:5][CH2:4][CH2:3][CH2:2]3)=[CH:14][CH:13]=2)=[O:17])[CH:24]=[CH:23][CH:22]=[CH:21][CH:20]=1 |f:2.3.4|. Procedure: 4 g of 4'-[3-(1-pyrrolidinyl)propyl]acetophenone and 2 g of benzaldehyde were dissolved in 80 ml of methanol and treated with a solution of 9.55 g of potassium carbonate in 38 ml of water within 15 minutes while cooling with an ice bath. The mixture was then left to react at room temperature for 18 hours and at about 40° for a further 18 hours. The reaction mixture was taken up in 200 ml of ethyl acetate and extracted with 100 ml of water. The aqueous phase was again extracted with 200 ml of eth... Starting materials: O=C([O-])[O-], COC(=O)C(CCCBr)(c1ccc(Br)cc1)C(C)C, CCO, [K+], [K+], c1ccc2[nH]cnc2c1, CNCCCc1nc2ccccc2[nH]1. Yields the product COC(=O)C(CCCN(C)CCCc1nc2ccccc2[nH]1)(c1ccc(Br)cc1)C(C)C. RXN SMILES: [C:43](=[O:44])([O-:45])[O-:46].[CH3:1][O:2][C:3]([C:4]([CH2:5][CH2:6][CH2:7][Br:8])([CH:9]([CH3:10])[CH3:11])[c:12]1[cH:13][cH:14][c:15]([Br:18])[cH:16][cH:17]1)=[O:19].[CH3:49][CH2:50][OH:51].[K+:47].[K+:48].[n:34]1[c:35]2[cH:36][cH:37][cH:38][cH:39][c:40]2[nH:41][cH:42]1.[nH:20]1[c:21]([CH2:29][CH2:30][CH2:31][NH:32][CH3:33])[n:22][c:23]2[c:24]1[cH:25][cH:26][cH:27][cH:28]2>>[CH3:1][O:2][C:3]([C:4]([CH2:5][CH2:6][CH2:7][N:32]([CH2:31][CH2:30][CH2:29][c:21]1[nH:20][c:24]2[c:23]([n:22]1)[cH:28][cH:27][cH:26][cH:25]2)[CH3:33])([CH:9]([CH3:10])[CH3:11])[c:12]1[cH:13][cH:14][c:15]([Br:18])[cH:16][cH:17]1)=[O:19]. The reactants are CC(C)(C)OC(=O)N1CCN(CCOc2ccc3sc(-c4nc(NCCN5C(=O)NC(=O)C5(C)C)ncc4Br)cc3c2)CC1, ClCCl, O=C(O)C(F)(F)F. Yields the product CC1(C)C(=O)NC(=O)N1CCNc1ncc(Br)c(-c2cc3cc(OCCN4CCNCC4)ccc3s2)n1. Reaction SMILES: [Br:1][c:2]1[c:3](-[c:20]2[cH:21][c:22]3[c:23]([s:24]2)[cH:25][cH:26][c:27]([O:29][CH2:30][CH2:31][N:32]2[CH2:33][CH2:34][N:35]([C:38]([O:39][C:40]([CH3:41])([CH3:42])[CH3:43])=[O:44])[CH2:36][CH2:37]2)[cH:28]3)[n:4][c:5]([NH:8][CH2:9][CH2:10][N:11]2[C:12](=[O:19])[NH:13][C:14](=[O:18])[C:15]2([CH3:16])[CH3:17])[n:6][cH:7]1.[Cl:52][CH2:53][Cl:54].[OH:45][C:46]([C:47]([F:48])([F:49])[F:50])=[O:51]>>[Br:1][c:2]1[c:3](-[c:20]2[cH:21][c:22]3[c:23]([s:24]2)[cH:25][cH:26][c:27]([O:29][CH2:30][CH2:31][N:32]2[CH2:33][CH2:34][NH:35][CH2:36][CH2:37]2)[cH:28]3)[n:4][c:5]([NH:8][CH2:9][CH2:10][N:11]2[C:12](=[O:19])[NH:13][C:14](=[O:18])[C:15]2([CH3:16])[CH3:17])[n:6][cH:7]1. Starting materials: COC(CCCCCNC(C=C1C2=CC=CC=C2SC=2C=CC=CC12)=O)=O (6-(2-(9H-thioxanthen-9-ylidene)acetamido)hexanoic acid methyl ester), CO (CH3OH), solution, [Li+].[OH-] (LiOH), Cl (hydrochloric acid). The solvent is O (H2O). Run at time 24 hour. Yields the product C1=CC=CC=2SC3=CC=CC=C3C(C12)=CC(=O)NCCCCCC(=O)O (6-(2-(9H-thioxanthen-9-ylidene)acetamido)hexanoic acid). Isolated yield 67.8%. Reaction SMILES: C[O:2][C:3](=[O:27])[CH2:4][CH2:5][CH2:6][CH2:7][CH2:8][NH:9][C:10](=[O:26])[CH:11]=[C:12]1[C:25]2[CH:24]=[CH:23][CH:22]=[CH:21][C:20]=2[S:19][C:18]2[C:13]1=[CH:14][CH:15]=[CH:16][CH:17]=2.CO.[Li+].[OH-].Cl>O>[CH:14]1[C:13]2[C:12](=[CH:11][C:10]([NH:9][CH2:8][CH2:7][CH2:6][CH2:5][CH2:4][C:3]([OH:27])=[O:2])=[O:26])[C:25]3[C:20](=[CH:21][CH:22]=[CH:23][CH:24]=3)[S:19][C:18]=2[CH:17]=[CH:16][CH:15]=1 |f:2.3|. Reported procedure: 6-(2-(9H-thioxanthen-9-ylidene)acetamido)hexanoic acid methyl ester (381 mg, 1 mmol) and 300 ml of CH3OH were stirred at room temperature while 25 ml of 4 N solution of LiOH in H2O was added. The mixture was stirred for 24 hours at room temperature. The mixture was neutralized with concentrated hydrochloric acid to pH 7 and evaporated under vacuum to remove methanol. The residue was adjusted to pH 3 with concentrated hydrochloric acid. The solids were collected by vacuum filtration, washed with ...